describe an organic reaction: reactants, conditions, products, and yield From a dataset of the Open Reaction Database (ORD), a public repository of structured organic reaction records. Starting materials: O (Water), ClC1=C(C=CC=C1)I (2-chloroiodobenzene), C(C=C)O (allyl alcohol), C(=O)(O)[O-].[Na+] (NaHCO3). The reagents and catalysts are [N+](CCCC)(CCCC)(CCCC)CCCC.[Cl-] (Bu4NCl), CC(=O)[O-].CC(=O)[O-].[Pd+2] (Pd(OAc)2). Solvent: CN(C)C=O (DMF). Run at temperature 30 celsius, time 24 hour. Product: ClC1=C(C=CC=C1)C=CC=O (3-(2-chlorophenyl)propenal). The yield is 73.4%. RXN SMILES: [Cl:1][C:2]1[CH:7]=[CH:6][CH:5]=[CH:4][C:3]=1I.[CH2:9]([OH:12])[CH:10]=[CH2:11].C([O-])(O)=O.[Na+].O>[N+](CCCC)(CCCC)(CCCC)CCCC.[Cl-].CN(C=O)C.CC([O-])=O.CC([O-])=O.[Pd+2]>[Cl:1][C:2]1[CH:7]=[CH:6][CH:5]=[CH:4][C:3]=1[CH:11]=[CH:10][CH:9]=[O:12] |f:2.3,5.6,8.9.10|. Procedure: A mixture of 2.2 mL (18 mmol) of 2-chloroiodobenzene, 1.8 mL (27 mmol) of allyl alcohol, 81 mg (0.36 mmol) of Pd(OAc)2, 5.3 g (18 mmol) of Bu4NCl, and 3.8 g (45 mmol) of NaHCO3 in 50 mL of DMF is stirred under Ar2 at 30° C. for 24 h. Water is added and the mixture is extracted with EtOAc. The extract is washed with brine, dried over MgSO4, filtered and concentrated. Flash chromatography (0-50% EtOAc in hexanes) provides 2.2 g (74%) of 3-(2-chlorophenyl)propenal. Procedure details: 2,6-difluorobenzylchloride of formula II and sodium azide are reacted in the presence of DMSO to obtain 2-(azidomethyl)-1,3-difluorobenzene of formula III, which is then treated with 2-propiolic acid to give a carboxylic acid intermediate which on further reaction with methanol in the presence of sulfuric acid yields methyl 1-(2,6-difluorobenzyl)-1H-1,2,3-triazole-4-carboxylate intermediate of formula IV. This intermediate is then isolated and further reacted with methanolic ammonia to yield ruf... RXN SMILES: [F:1][C:2]1[CH:9]=[CH:8][CH:7]=[C:6]([F:10])[C:3]=1[CH2:4]Cl.[N-:11]=[N+:12]=[N-:13].[Na+]>CS(C)=O>[N:11]([CH2:4][C:3]1[C:2]([F:1])=[CH:9][CH:8]=[CH:7][C:6]=1[F:10])=[N+:12]=[N-:13] |f:1.2|. The product is N(=[N+]=[N-])CC1=C(C=CC=C1F)F (2-(azidomethyl)-1,3-difluorobenzene), formula III. Starting materials: FC1=C(CCl)C(=CC=C1)F (2,6-difluorobenzylchloride), formula II, [N-]=[N+]=[N-].[Na+] (sodium azide). Solvent: CS(=O)C (DMSO). Reactants: [O-]CC.[Na+] (sodium ethoxide), OC1=C(C=CC=C1)CCO (2-(2-hydroxyphenyl)ethanol), C(C1=CC=CC=C1)Br (benzyl bromide). The solvent is C(C)O (ethanol). Product: C(C1=CC=CC=C1)OC1=C(C=CC=C1)CCO (2-(2-Benzyloxyphenyl)ethanol). As a reaction SMILES: [O-]CC.[Na+].[OH:5][C:6]1[CH:11]=[CH:10][CH:9]=[CH:8][C:7]=1[CH2:12][CH2:13][OH:14].[CH2:15](Br)[C:16]1[CH:21]=[CH:20][CH:19]=[CH:18][CH:17]=1>C(O)C>[CH2:15]([O:5][C:6]1[CH:11]=[CH:10][CH:9]=[CH:8][C:7]=1[CH2:12][CH2:13][OH:14])[C:16]1[CH:21]=[CH:20][CH:19]=[CH:18][CH:17]=1 |f:0.1|. Reported procedure: To a solution of sodium ethoxide (10.8 g) in ethanol (500 ml), 2-(2-hydroxyphenyl)ethanol (20.0 g) and benzyl bromide (24.8 g) were added and the mixture was refluxed under heating for 2 hours. The solvent was distilled away under reduced pressure, water was added thereto and the mixture was extracted with ethyl acetate. The organic layer was washed with a 2M aqueous potassium hydroxide solution and a saturated brine and dried over sodium sulfate. The solvent was distilled away under reduced pre... The yield is 82.3%. Starting materials: BrC=1C(=CC2=C(C=3N(C4CC2C4)C=C(N3)C(=O)OC)C1)F (Methyl 10-bromo-9-fluoro-6,7-dihydro-5H-5,7-methanobenzo[c]imidazo[1,2-a]azepine-2-carboxylate), C1(CCC1)=O (cyclobutanone). Product: BrC=1C(=CC2=C(C=3N(C4CC2C4)C(=C(N3)C(=O)OC)C3(CCC3)O)C1)F (methyl 10-bromo-9-fluoro-3-(1-hydroxycyclobutyl)-6,7-dihydro-5H-5,7-methanobenzo[c]imidazo[1,2-a]azepine-2-carboxylate). RXN SMILES: [Br:1][C:2]1[C:3]([F:21])=[CH:4][C:5]2[CH:11]3[CH2:12][CH:9]([CH2:10]3)[N:8]3[CH:13]=[C:14]([C:16]([O:18][CH3:19])=[O:17])[N:15]=[C:7]3[C:6]=2[CH:20]=1.[C:22]1(=[O:26])[CH2:25][CH2:24][CH2:23]1>>[Br:1][C:2]1[C:3]([F:21])=[CH:4][C:5]2[CH:11]3[CH2:10][CH:9]([CH2:12]3)[N:8]3[C:13]([C:22]4([OH:26])[CH2:25][CH2:24][CH2:23]4)=[C:14]([C:16]([O:18][CH3:19])=[O:17])[N:15]=[C:7]3[C:6]=2[CH:20]=1. Procedure details: Methyl 10-bromo-9-fluoro-6,7-dihydro-5H-5,7-methanobenzo[c]imidazo[1,2-a]azepine-2-carboxylate (0.3 g) was reacted with cyclobutanone similar to as described in example 8 with non-critical modifications to produce methyl 10-bromo-9-fluoro-3-(1-hydroxycyclobutyl)-6,7-dihydro-5H-5,7-methanobenzo[c]imidazo[1,2-a]azepine-2-carboxylate. This crude intermediate was reacted via General Procedure L to provide 10-bromo-9-fluoro-3-(1-hydroxycyclobutyl)-6,7-dihydro-5H-5,7-methanobenzo[c]imidazo[1,2-a]azepi... Starting materials: COc1cc(F)c2c(c1)C(CCO)(NC(=S)NC(=O)c1ccccc1)c1cc(Br)ccc1O2, CC(C)=C(Cl)N(C)C, ClCCl. RXN SMILES: [Br:9][c:10]1[cH:11][cH:12][c:13]2[c:22]([cH:23]1)[C:21]([CH2:24][CH2:25][OH:26])([NH:27][C:28](=[S:29])[NH:30][C:31]([c:32]1[cH:33][cH:34][cH:35][cH:36][cH:37]1)=[O:38])[c:20]1[c:15]([c:16]([F:41])[cH:17][c:18]([O:39][CH3:40])[cH:19]1)[O:14]2.[Cl:1][C:2]([N:3]([CH3:4])[CH3:5])=[C:6]([CH3:7])[CH3:8].[Cl:42][CH2:43][Cl:44]>>[Br:9][c:10]1[cH:11][cH:12][c:13]2[c:22]([cH:23]1)[C:21]1([c:20]3[c:15]([c:16]([F:41])[cH:17][c:18]([O:39][CH3:40])[cH:19]3)[O:14]2)[CH2:24][CH2:25][S:29][C:28]([NH:30][C:31]([c:32]2[cH:33][cH:34][cH:35][cH:36][cH:37]2)=[O:38])=[N:27]1. The product is COc1cc(F)c2c(c1)C1(CCSC(NC(=O)c3ccccc3)=N1)c1cc(Br)ccc1O2. Reaction SMILES: [CH2:45]([P:46]([CH2:47][CH2:48][CH2:49][CH3:50])[CH2:51][CH2:52][CH2:53][CH3:54])[CH2:55][CH2:56][CH3:57].[CH2:58]1[O:59][CH2:60][CH2:61][CH2:62]1.[N:29]([C:30]([O:31][C:32]([CH3:33])([CH3:34])[CH3:35])=[O:36])=[N:37][C:38]([O:39][C:40]([CH3:41])([CH3:42])[CH3:43])=[O:44].[OH:1][CH2:2][CH:3]([CH2:4][C:5]([NH:6][c:7]1[n:8][c:9]([CH3:16])[c:10]([N+:13](=[O:14])[O-:15])[cH:11][cH:12]1)=[O:17])[NH:18][C:19]([O:20][CH2:21][c:22]1[cH:23][cH:24][cH:25][cH:26][cH:27]1)=[O:28]>>[CH2:2]1[CH:3]([NH:18][C:19]([O:20][CH2:21][c:22]2[cH:23][cH:24][cH:25][cH:26][cH:27]2)=[O:28])[CH2:4][C:5](=[O:17])[N:6]1[c:7]1[n:8][c:9]([CH3:16])[c:10]([N+:13](=[O:14])[O-:15])[cH:11][cH:12]1. Product: Cc1nc(N2CC(NC(=O)OCc3ccccc3)CC2=O)ccc1[N+](=O)[O-]. Starting materials: CCCCP(CCCC)CCCC, C1CCOC1, CC(C)(C)OC(=O)N=NC(=O)OC(C)(C)C, Cc1nc(NC(=O)CC(CO)NC(=O)OCc2ccccc2)ccc1[N+](=O)[O-]. Reactants: ClC1=NC=CC=C1C(=O)NC=1C(=NC=CC1C)Cl (2-Chloro-N-(2-chloro-4-methyl-3-pyridinyl)-3-pyridine carboxamide), O.O.O.O.O.O.O.O.O.O.O.O.P(=O)([O-])([O-])[O-].[Na+].[Na+].[Na+] (trisodium phosphate dodecahydrate), C1(CC1)N (cyclopropylamine). The solvent is CC=1C=CC=CC1C (o-xylene), CC=1C=CC=CC1C (o-xylene), O (water). Run at temperature 135 celsius, time 10 minute. The product is ClC1=NC=CC(=C1NC(=O)C=1C(=NC=CC1)NC1CC1)C (N-(2-chloro-4-methyl-3-pyridyl)-2-(cyclopropylamino)-3-pyridine carboxamide). RXN SMILES: Cl[C:2]1[C:7]([C:8]([NH:10][C:11]2[C:12]([Cl:18])=[N:13][CH:14]=[CH:15][C:16]=2[CH3:17])=[O:9])=[CH:6][CH:5]=[CH:4][N:3]=1.O.O.O.O.O.O.O.O.O.O.O.O.P([O-])([O-])([O-])=O.[Na+].[Na+].[Na+].[CH:39]1([NH2:42])[CH2:41][CH2:40]1>CC1C=CC=CC=1C.O>[Cl:18][C:12]1[C:11]([NH:10][C:8]([C:7]2[C:2]([NH:42][CH:39]3[CH2:41][CH2:40]3)=[N:3][CH:4]=[CH:5][CH:6]=2)=[O:9])=[C:16]([CH3:17])[CH:15]=[CH:14][N:13]=1 |f:1.2.3.4.5.6.7.8.9.10.11.12.13.14.15.16|. Procedure details: 2-Chloro-N-(2-chloro-4-methyl-3-pyridinyl)-3-pyridine carboxamide (15 g), trisodium phosphate dodecahydrate (20.21 g), cyclopropylamine (12.12 g) were suspended in o-xylene (45 ml) and heated to 130-140° C. for 6-8 h in S.S. Bomb with occasional shaking. Then the reaction mass was cooled to 70-75° C., diluted with o-xylene (75 ml) and DM water (45 ml) and stirred for 10 min at 70-80° C. The aqueous layer was separated and washed the organic layer with DM water (45 ml) at 70-80° C. The organic la... The reactants are CCCCn1c(N)c(N=O)c(=O)[nH]c1=O, O. The product is CCCCn1c(N)c(N)c(=O)[nH]c1=O. As a reaction SMILES: [NH2:1][c:2]1[c:3]([N:14]=[O:15])[c:4](=[O:13])[nH:5][c:6](=[O:12])[n:7]1[CH2:8][CH2:9][CH2:10][CH3:11].[OH2:16]>>[NH2:1][c:2]1[c:3]([NH2:14])[c:4](=[O:13])[nH:5][c:6](=[O:12])[n:7]1[CH2:8][CH2:9][CH2:10][CH3:11]. Starting materials: Intermediate J, ClCCl (dichloromethane), ClC1=NC=C(C(=N1)Cl)[N+](=O)[O-] (2,4-dichloro-5-nitropyrimidine), Cl.N[C@@H](C(=O)OC)CC ((R)-methyl 2-aminobutanoate hydrochloride), C1(CC1)C(C)=O (cyclopropylethanone). Run in ClCCCl (1,2-dichloroethane). The product is ClC1=NC=2N([C@@H](C(N(C2C=N1)C)=O)CC)C(C)C1CC1 ((7R)-2-chloro-8-(1-cyclopropylethyl)-7-ethyl-5-methyl-7,8-dihydropteridin-6(5H)-one). Reaction SMILES: Cl.[NH2:2][C@H:3]([CH2:8][CH3:9])[C:4](OC)=[O:5].[CH:10]1([C:13](=O)[CH3:14])[CH2:12][CH2:11]1.Cl[CH2:17]Cl.[Cl:19][C:20]1[N:25]=[C:24](Cl)[C:23]([N+:27]([O-])=O)=[CH:22][N:21]=1>ClCCCl>[Cl:19][C:20]1[N:25]=[CH:24][C:23]2[N:27]([CH3:17])[C:4](=[O:5])[C@@H:3]([CH2:8][CH3:9])[N:2]([CH:13]([CH:10]3[CH2:12][CH2:11]3)[CH3:14])[C:22]=2[N:21]=1 |f:0.1|. Reported procedure: Intermediate SS is prepared from compound I-SS via compound II-SS, III-SS and IV-SS similarly to the methods used in preparing compound III-J, Intermediate J-1, compound IV-J and Intermediate J as described above, with (R)-methyl 2-aminobutanoate hydrochloride used instead of (R)-methyl 2-aminobutanoate and with cyclopropylethanone instead of dihydro-2H-pyran-4(3H)-one in the first step, and with PE/dichloromethane instead of PE/1,2-dichloroethane as solvent in the coupling of 2,4-dichloro-5-nit...